Dataset: the Open Reaction Database (ORD), a public repository of structured organic reaction records. Task: describe an organic reaction: reactants, conditions, products, and yield Reactants: BrC=1C(=NC=C(C(=O)NC2=CC=C(C=C2)OC(F)(F)F)C1)N1C[C@H](CC1)O ((S)-5-Bromo-6-(3-hydroxypyrrolidin-1-yl)-N-(4-(trifluoromethoxy)phenyl)nicotinamide), N1=CN=CC(=C1)B(O)O (pyrimidin-5-ylboronic acid), C(=O)(O)[O-].[Na+] (NaHCO3). Reagents/catalysts: Cl[Pd]([P](C1=CC=CC=C1)(C2=CC=CC=C2)C3=CC=CC=C3)([P](C4=CC=CC=C4)(C5=CC=CC=C5)C6=CC=CC=C6)Cl (Pd(PPh3)2Cl2). Run in COCCOC (DME), CCO (EtOH), CCOC(=O)C (EtOAc). Reaction conditions: temperature 90 celsius, time 2 hour. Yields the product O[C@@H]1CN(CC1)C1=NC=C(C(=O)NC2=CC=C(C=C2)OC(F)(F)F)C=C1C=1C=NC=NC1 ((S)-6-(3-Hydroxypyrrolidin-1-yl)-5-(pyrimidin-5-yl)-N-(4-(trifluoromethoxy)phenyl)nicotinamide). RXN SMILES: Br[C:2]1[C:3]([N:22]2[CH2:26][CH2:25][C@H:24]([OH:27])[CH2:23]2)=[N:4][CH:5]=[C:6]([CH:21]=1)[C:7]([NH:9][C:10]1[CH:15]=[CH:14][C:13]([O:16][C:17]([F:20])([F:19])[F:18])=[CH:12][CH:11]=1)=[O:8].[N:28]1[CH:33]=[C:32](B(O)O)[CH:31]=[N:30][CH:29]=1.C([O-])(O)=O.[Na+]>COCCOC.CCO.CCOC(C)=O.Cl[Pd](Cl)([P](C1C=CC=CC=1)(C1C=CC=CC=1)C1C=CC=CC=1)[P](C1C=CC=CC=1)(C1C=CC=CC=1)C1C=CC=CC=1>[OH:27][C@H:24]1[CH2:25][CH2:26][N:22]([C:3]2[C:2]([C:32]3[CH:33]=[N:28][CH:29]=[N:30][CH:31]=3)=[CH:21][C:6]([C:7]([NH:9][C:10]3[CH:15]=[CH:14][C:13]([O:16][C:17]([F:20])([F:19])[F:18])=[CH:12][CH:11]=3)=[O:8])=[CH:5][N:4]=2)[CH2:23]1 |f:2.3,^1:59,78|. Procedure: (S)-5-Bromo-6-(3-hydroxypyrrolidin-1-yl)-N-(4-(trifluoromethoxy)phenyl)nicotinamide (Stage 33.1, 2.4. g, 5.38 mmol) and pyrimidin-5-ylboronic acid (1.33 g, 10.76 mmol) were dissolved in a mixture of DME (15 mL) and EtOH (2.1 mL). A solution of 2 M aq. NaHCO3 (8.07 mL, 16.14 mmol) was added, the RM was flushed with argon, then Pd(PPh3)2Cl2 (0.453 g, 0.645 mmol) was added and the RM was stirred under argon at 90° C. for 2 h. After cooling to RT, the RM was dissolved in EtOAc and washed with brine.... Starting materials: C(C1=CC=CC=C1)OC1=CC=C(C=C1)C1=NC(=CC=C1C1=CC=C(C=C1)OC)C1=CC=C(C=C1)OC (2-(4-benzyloxyphenyl)-3,6-bis(4-methoxyphenyl)pyridine), C(=O)[O-].[NH4+] (ammonium formate), C(=O)[O-].[NH4+] (ammonium formate), CCOC(=O)C (EtOAc). Reagents/catalysts: [Pd] (Pd/C). The solvent is CCO (EtOH). Conditions: time 1 hour. The product is OC1=CC=C(C=C1)C1=NC(=CC=C1C1=CC=C(C=C1)OC)C1=CC=C(C=C1)OC (2-(4-Hydroxyphenyl)-3,6-bis(4-methoxyphenyl)pyridine). Isolated yield 97.3%. RXN SMILES: C([O:8][C:9]1[CH:14]=[CH:13][C:12]([C:15]2[C:20]([C:21]3[CH:26]=[CH:25][C:24]([O:27][CH3:28])=[CH:23][CH:22]=3)=[CH:19][CH:18]=[C:17]([C:29]3[CH:34]=[CH:33][C:32]([O:35][CH3:36])=[CH:31][CH:30]=3)[N:16]=2)=[CH:11][CH:10]=1)C1C=CC=CC=1.C([O-])=O.[NH4+].CCOC(C)=O>CCO.[Pd]>[OH:8][C:9]1[CH:14]=[CH:13][C:12]([C:15]2[C:20]([C:21]3[CH:26]=[CH:25][C:24]([O:27][CH3:28])=[CH:23][CH:22]=3)=[CH:19][CH:18]=[C:17]([C:29]3[CH:34]=[CH:33][C:32]([O:35][CH3:36])=[CH:31][CH:30]=3)[N:16]=2)=[CH:11][CH:10]=1 |f:1.2|. Procedure: The 2-(4-benzyloxyphenyl)-3,6-bis(4-methoxyphenyl)pyridine (3.0 g, 6.3 mmol), ammonium formate (2.0 g, 31 mmol), and 5% Pd/C (1.0 g, 0.5 mmol Pd) were combined in 150 mL of EtOH, and the reaction mixture was stirred at 50°-55 ° C. and followed by TLC (EtOAc/ Tol, 1:9). After 1 h, more ammonium formate (0.5 g, 8 mmol) was added and reaction mixture stirred at 50° C. for 30 min and no starting material remained. After cooling, the reaction mixture was filtered, concentrated, and the residue tritur... Starting materials: BrC1=CC=C(CS(=O)(=O)CC(=O)O)C=C1 (4-bromobenzyl sulfonylacetic acid), FC1=CC=C(C=O)C=C1 (4-fluorobenzaldehyde). Yields the product BrC1=CC=C(CS(=O)(=O)\C=C\C2=CC=C(C=C2)F)C=C1 (E-4-fluorostyryl 4-bromobenzyl sulfone). Yield: 82.0%. As a reaction SMILES: [Br:1][C:2]1[CH:15]=[CH:14][C:5]([CH2:6][S:7]([CH2:10][C:11](O)=O)(=[O:9])=[O:8])=[CH:4][CH:3]=1.[F:16][C:17]1[CH:24]=[CH:23][C:20](C=O)=[CH:19][CH:18]=1>>[Br:1][C:2]1[CH:15]=[CH:14][C:5]([CH2:6][S:7](/[CH:10]=[CH:11]/[C:20]2[CH:23]=[CH:24][C:17]([F:16])=[CH:18][CH:19]=2)(=[O:9])=[O:8])=[CH:4][CH:3]=1. Reported procedure: A solution of 4-bromobenzyl sulfonylacetic acid (0.01 mol) and 4-fluorobenzaldehyde (0.01 mol) was subjected to Procedure 1. The title compound was obtained in 82% yield. Starting materials: P(Cl)(Cl)Cl (phosphorous trichloride), ClC=1C=CC2=C(C(=[N+](C(C(N2C)=O)F)[O-])C2=CC=CC=C2)C1 (7-chloro-3-fluoro-1,3-dihydro-1-methyl-5-phenyl-2H-1,4-benzodiazepin-2-one 4-oxide), C([O-])(O)=O.[Na+] (sodium bicarbonate). The solvent is C(Cl)Cl (methylene chloride). Reaction conditions: time 2 hour. Yields the product ClC=1C=CC2=C(C(=NC(C(N2C)=O)F)C2=CC=CC=C2)C1 (7-chloro-3-fluoro-1.3-dihydro-1-methyl-5-phenyl-2H-1,4-benzodiazepin-2-one). Yield: 65.1%. Reaction SMILES: P(Cl)(Cl)Cl.[Cl:5][C:6]1[CH:7]=[CH:8][C:9]2[N:15]([CH3:16])[C:14](=[O:17])[CH:13]([F:18])[N+:12]([O-])=[C:11]([C:20]3[CH:25]=[CH:24][CH:23]=[CH:22][CH:21]=3)[C:10]=2[CH:26]=1.C(=O)(O)[O-].[Na+]>C(Cl)Cl>[Cl:5][C:6]1[CH:7]=[CH:8][C:9]2[N:15]([CH3:16])[C:14](=[O:17])[CH:13]([F:18])[N:12]=[C:11]([C:20]3[CH:25]=[CH:24][CH:23]=[CH:22][CH:21]=3)[C:10]=2[CH:26]=1 |f:2.3|. Procedure details: A 580 μl (6.6 mmole) of phosphorous trichloride was added to a solution of 1.05 g (3.3 mmole) of 7-chloro-3-fluoro-1,3-dihydro-1-methyl-5-phenyl-2H-1,4-benzodiazepin-2-one 4-oxide in 15 ml methylene chloride at 5°. The solution was stirred for 2 hr at 5° and then 20 hr at 25°, and then poured into 100 ml of cold aqueous 5% sodium bicarbonate solution. The organic layer was separated, washed with water, dried (MgSO4) and evaporated to dryness to give 800 mg (80%) of crude product. Recrystallizati... Reactants: OC1=C2NC(=NC2=NC=N1)SCC1=CC=CC=C1 (6-Hydroxy-8-benzylthiopurine), C(C)N(C1=CC=CC=C1)CC (N,N-diethylaniline), P(=O)(Cl)(Cl)Cl (phosphorous oxychloride). Reaction conditions: time 15 minute. The product is ClC1=C2NC(=NC2=NC=N1)SCC1=CC=CC=C1 (6-Chloro-8-benzylthiopurine). RXN SMILES: O[C:2]1[N:10]=[CH:9][N:8]=[C:7]2[C:3]=1[NH:4][C:5]([S:11][CH2:12][C:13]1[CH:18]=[CH:17][CH:16]=[CH:15][CH:14]=1)=[N:6]2.C(N(CC)C1C=CC=CC=1)C.P(Cl)(Cl)([Cl:32])=O>>[Cl:32][C:2]1[N:10]=[CH:9][N:8]=[C:7]2[C:3]=1[NH:4][C:5]([S:11][CH2:12][C:13]1[CH:18]=[CH:17][CH:16]=[CH:15][CH:14]=1)=[N:6]2. Procedure details: 6-Hydroxy-8-benzylthiopurine (7.33 g) is added to a mixture of phosphorous oxychloride (70 ml) and N,N-diethylaniline (7.5 ml), and the mixture refluxed for 2 hours to give a dark-red product. The mixture is concentrated under vacuum and the resulting syrup poured slowly with stirring onto ice (400 g). The mixture is allowed to stand for 15 min., then made strongly alkaline with cold concentrated KOH. The mixture is triturated thoroughly to dissolve most of the syrup and acidified to pH 1 by the... Reactants: ice water, ClC=1C(=NC=C(C1)C(F)(F)F)C1(CC1)CI (3-chloro-2-[1-(iodomethyl)cyclopropyl]-5-(trifluoromethyl)pyridine), FC1=C(C(=O)NOC)C(=CC=C1)F (2,6-difluoro-N-methoxy-benzamide), C([O-])([O-])=O.[K+].[K+] (potassium carbonate). Run in CS(=O)C (dimethylsulfoxide). Reaction conditions: temperature 70 celsius. Product: ClC=1C(=NC=C(C1)C(F)(F)F)C1(CC1)CN(C(C1=C(C=CC=C1F)F)=O)OC (N-[[1-[3-chloro-5-(trifluoromethyl)-2-pyridyl]cyclopropyl]methyl]-2,6-difluoro-N-methoxy-benzamide). The yield is 15.3%. RXN SMILES: [Cl:1][C:2]1[C:3]([C:12]2([CH2:15]I)[CH2:14][CH2:13]2)=[N:4][CH:5]=[C:6]([C:8]([F:11])([F:10])[F:9])[CH:7]=1.[F:17][C:18]1[CH:28]=[CH:27][CH:26]=[C:25]([F:29])[C:19]=1[C:20]([NH:22][O:23][CH3:24])=[O:21].C(=O)([O-])[O-].[K+].[K+]>CS(C)=O>[Cl:1][C:2]1[C:3]([C:12]2([CH2:15][N:22]([O:23][CH3:24])[C:20](=[O:21])[C:19]3[C:25]([F:29])=[CH:26][CH:27]=[CH:28][C:18]=3[F:17])[CH2:14][CH2:13]2)=[N:4][CH:5]=[C:6]([C:8]([F:11])([F:10])[F:9])[CH:7]=1 |f:2.3.4|. Procedure: 169 mg of 3-chloro-2-[1-(iodomethyl)cyclopropyl]-5-(trifluoromethyl)pyridine (step 3) and 110 mg of 2,6-difluoro-N-methoxy-benzamide were dissolved in dry dimethylsulfoxide under argon and 90 mg of potassium carbonate was added. The mixture was heated at 70° C. for 1 hour. Then ice water was added and the mixture was extracted with ether. The concentrated organic phase was purified on 30 g of silica gel, eluent hexane/ethyl acetate (4:1). Thus, 30 mg of N-[[1-[3-chloro-5-(trifluoromethyl)-2-pyri... The reactants are solution, C[Sn](C)(C)Cl (trimethyltin chloride), C1CCOC1 (THF), solution, ClC1=CC=C(C=C1)[Mg]Br (4-chlorophenylmagnesium bromide), CCOCC (Et2O). Reaction conditions: time 1 hour. Yields the product ClC1=CC=C(C=C1)[Sn](C)(C)C ((4-Chloro-phenyl)-trimethyl-stannane). Isolated yield 97.0%. Reaction SMILES: [CH3:1][Sn:2](Cl)([CH3:4])[CH3:3].C1COCC1.[Cl:11][C:12]1[CH:17]=[CH:16][C:15]([Mg]Br)=[CH:14][CH:13]=1.CCOCC>>[Cl:11][C:12]1[CH:17]=[CH:16][C:15]([Sn:2]([CH3:4])([CH3:3])[CH3:1])=[CH:14][CH:13]=1. Reported procedure: To a 1M solution of trimethyltin chloride in THF (92 ml, 92 mmol) was slowly added a 1M solution of 4-chlorophenylmagnesium bromide in Et2O (92 ml, 92 mmol) over a 40 min period at −10° C. so that the temperature never exceed 0° C. After the addition, the cooling bath was removed and the resulting suspension was stirred at RT for 1 h. A saturated aqueous solution of NH4Cl (14 ml) was added followed by water until complete dissolution of the precipitate. The mixture was transferred into a separat... The reactants are C(C1=CC=CC=C1)OC(=O)N1NC(C=C1C)C1=C(C=C(C(=C1)NC(=O)OC(C)(C)C)C)F (3-(5-tert-Butoxycarbonylamino-2-fluoro-4-methyl-phenyl)-5-methyl-2H-pyrazole-1-carboxylic acid benzyl ester). Reagents/catalysts: [Pd] (Pd/C). Product: C(C1=CC=CC=C1)OC(=O)N1N=C(C=C1C)C1=C(C=C(C(=C1)N)C)F (3-(5-amino-2-fluoro-4-methyl-phenyl)-5-methyl-pyrazole-1-carboxylic acid benzyl ester). Isolated yield 83.3%. As a reaction SMILES: [CH2:1]([O:8][C:9]([N:11]1[C:15]([CH3:16])=[CH:14][CH:13]([C:17]2[CH:22]=[C:21]([NH:23]C(OC(C)(C)C)=O)[C:20]([CH3:31])=[CH:19][C:18]=2[F:32])[NH:12]1)=[O:10])[C:2]1[CH:7]=[CH:6][CH:5]=[CH:4][CH:3]=1>[Pd]>[CH2:1]([O:8][C:9]([N:11]1[C:15]([CH3:16])=[CH:14][C:13]([C:17]2[CH:22]=[C:21]([NH2:23])[C:20]([CH3:31])=[CH:19][C:18]=2[F:32])=[N:12]1)=[O:10])[C:2]1[CH:7]=[CH:6][CH:5]=[CH:4][CH:3]=1. Procedure details: 3-(5-tert-Butoxycarbonylamino-2-fluoro-4-methyl-phenyl)-5-methyl-2H-pyrazole-1-carboxylic acid benzyl ester (320 mg) was hydrogenated using 10% Pd/C (40 mg) following the procedure of step 2 to give 3-(5-amino-2-fluoro-4-methyl-phenyl)-5-methyl-pyrazole-1-carboxylic acid benzyl ester (205 mg) as a white solid. Starting materials: C(CCC)(=O)OCC1OC(CS1)=O ((5-oxo-1,3-oxathiolan-2-yl)methyl butanoate), C(CCC)(=O)OCC1OC(OC1)(C)C ((2,2-dimethyl-1,3-dioxolan-4-yl)methyl butanoate), 50W. Run in CO (methanol). The product is C(CCC)(=O)OCC(CO)O (2,3-dihydroxypropyl butanoate). As a reaction SMILES: C(OCC1SCC(=O)O1)(=O)CCC.[C:14]([O:19][CH2:20][CH:21]1[CH2:25][O:24]C(C)(C)[O:22]1)(=[O:18])[CH2:15][CH2:16][CH3:17]>CO>[C:14]([O:19][CH2:20][CH:21]([OH:22])[CH2:25][OH:24])(=[O:18])[CH2:15][CH2:16][CH3:17]. Procedure: FIG. 2 illustrates four additional embodiments (methods A-D) for preparing the 1,3-oxathiolane ring. As a nonlimiting illustrative example of method A in FIG. 2, (5-oxo-1,3-oxathiolan-2-yl)methyl butanoate can be prepared by a four-step process which does not require purification of the intermediate products. In a first step, (2,2-dimethyl-1,3-dioxolan-4-yl)methyl butanoate is prepared from solketal and n-butyryl chloride in t-butyl methyl ether, DMAP and triethylamine. The (2,2-dimethyl-1,3-dio... Starting materials: ClC=1N=C(C2=C(N1)N(C=C2C=C)S(=O)(=O)C2=CC=C(C)C=C2)NC2=CC=C1C=NNC1=C2 (2-chloro-N-(1H-indazol-6-yl)-5-vinyl-7-tosyl-7H-pyrrolo[2,3-d]pyrimidin-4-amine). Reagents/catalysts: [Pd] (palladium on carbon). The solvent is C(C)OC(C)=O (ethylacetate). Run at time 3 hour. The product is ClC=1N=C(C2=C(N1)N(C=C2CC)S(=O)(=O)C2=CC=C(C)C=C2)NC2=CC=C1C=NNC1=C2 (2-chloro-N-(1H-indazol-6-yl)-5-ethyl-7-tosyl-7H-pyrrolo[2,3-d]pyrimidin-4-amine). Isolated yield 76.0%. RXN SMILES: [Cl:1][C:2]1[N:3]=[C:4]([NH:23][C:24]2[CH:32]=[C:31]3[C:27]([CH:28]=[N:29][NH:30]3)=[CH:26][CH:25]=2)[C:5]2[C:10]([CH:11]=[CH2:12])=[CH:9][N:8]([S:13]([C:16]3[CH:22]=[CH:21][C:19]([CH3:20])=[CH:18][CH:17]=3)(=[O:15])=[O:14])[C:6]=2[N:7]=1>C(OC(=O)C)C.[Pd]>[Cl:1][C:2]1[N:3]=[C:4]([NH:23][C:24]2[CH:32]=[C:31]3[C:27]([CH:28]=[N:29][NH:30]3)=[CH:26][CH:25]=2)[C:5]2[C:10]([CH2:11][CH3:12])=[CH:9][N:8]([S:13]([C:16]3[CH:22]=[CH:21][C:19]([CH3:20])=[CH:18][CH:17]=3)(=[O:15])=[O:14])[C:6]=2[N:7]=1. Procedure: To a solution of 2-chloro-N-(1H-indazol-6-yl)-5-vinyl-7-tosyl-7H-pyrrolo[2,3-d]pyrimidin-4-amine (0.11 g) in ethylacetate (5 mL) was added palladium on carbon (Pd/C) (0.1 g). The flask was then charged with H2. After 3 h, the Pd/C was filtered off, and the filtrate was concentrated to give 2-chloro-N-(1H-indazol-6-yl)-5-ethyl-7-tosyl-7H-pyrrolo[2,3-d]pyrimidin-4-amine (84 mg).